This data is from the Open Reaction Database (ORD), a public repository of structured organic reaction records. The task is: describe an organic reaction: reactants, conditions, products, and yield The reactants are C(CCCCCCCCCCC)(=O)N[C@@H](C(C)C)C(=O)O (N-lauroylvaline), C(C)(C)O (isopropanol), S(O)(O)(=O)=O (sulfuric acid). Product: C(C)(C)OC([C@@H](NC(CCCCCCCCCCC)=O)C(C)C)=O (N-lauroylvaline isopropyl ester). As a reaction SMILES: [C:1]([NH:14][C@H:15]([C:19]([OH:21])=[O:20])[CH:16]([CH3:18])[CH3:17])(=[O:13])[CH2:2][CH2:3][CH2:4][CH2:5][CH2:6][CH2:7][CH2:8][CH2:9][CH2:10][CH2:11][CH3:12].S(=O)(=O)(O)O.[CH:27](O)([CH3:29])[CH3:28]>>[CH:27]([O:20][C:19](=[O:21])[C@H:15]([CH:16]([CH3:18])[CH3:17])[NH:14][C:1](=[O:13])[CH2:2][CH2:3][CH2:4][CH2:5][CH2:6][CH2:7][CH2:8][CH2:9][CH2:10][CH2:11][CH3:12])([CH3:29])[CH3:28]. Reported procedure: Forty-nine(49) grams of N-lauroylvaline and 197 g of isopropanol were charged into a 500-milliliter flask. Further, 1.61 g of conc. sulfuric acid were added as the catalyst. The mixture was heated under reflux for reaction for 6 hours. Reactants: ClC=1N=C(NC1CC)C(=O)O (4-chloro-5-ethyl-1H-imidazole-2-carboxylic acid), S(=O)(Cl)Cl (thionyl chloride), NC1=C(C=C(C=C1)C=1OC(=C(N1)C(=O)OC)C)C (Methyl 2-(4-amino-3-methylphenyl)-5-methyl-1,3-oxazole-4-carboxylate). The solvent is N1=CC=CC=C1 (pyridine). Product: COC(=O)C=1N=C(OC1C)C1=CC(=C(C=C1)NC(=O)C=1NC(=C(N1)Cl)CC)C (Methyl 2-(4-{[(4-Chloro-5-ethyl-1H-imidazol-2-yl)carbonyl]amino}-3-methylphenyl)-5-methyl-1,3-oxazole-4-carboxylic acid). Isolated yield 77.1%. Reaction SMILES: [Cl:1][C:2]1[N:3]=[C:4]([C:9]([OH:11])=O)[NH:5][C:6]=1[CH2:7][CH3:8].S(Cl)(Cl)=O.[NH2:16][C:17]1[CH:22]=[CH:21][C:20]([C:23]2[O:24][C:25]([CH3:32])=[C:26]([C:28]([O:30][CH3:31])=[O:29])[N:27]=2)=[CH:19][C:18]=1[CH3:33]>N1C=CC=CC=1>[CH3:31][O:30][C:28]([C:26]1[N:27]=[C:23]([C:20]2[CH:21]=[CH:22][C:17]([NH:16][C:9]([C:4]3[NH:5][C:6]([CH2:7][CH3:8])=[C:2]([Cl:1])[N:3]=3)=[O:11])=[C:18]([CH3:33])[CH:19]=2)[O:24][C:25]=1[CH3:32])=[O:29]. Reported procedure: The same operation as in Example (91c) was performed using 4-chloro-5-ethyl-1H-imidazole-2-carboxylic acid (0.18 g, 1.03 mmol), thionyl chloride (4 mL), methyl 4-amino-3-methylphenyl)-5-methyl-1,3-oxazole-4-carboxylate obtained in Example (108e) (0.28 g, 1.14 mmol) and pyridine (5 mL), to obtain 0.32 g of the title compound as a colorless solid (77%). Reactants: COc1ccc(Br)cc1, COc1cc2c(c(OC)c1)C(=O)CCC2, CC(C)(C)[O-], [Na+], C1CCOC1, c1ccc(P(c2ccccc2)c2ccc3ccccc3c2-c2c(P(c3ccccc3)c3ccccc3)ccc3ccccc23)cc1. Yields the product COc1ccc(C2CCc3cc(OC)cc(OC)c3C2=O)cc1. RXN SMILES: [Br:16][c:17]1[cH:18][cH:19][c:20]([O:23][CH3:24])[cH:21][cH:22]1.[CH3:1][O:2][c:3]1[cH:4][c:5]2[c:10]([c:11]([O:13][CH3:14])[cH:12]1)[C:9](=[O:15])[CH2:8][CH2:7][CH2:6]2.[CH3:25][C:26]([CH3:27])([O-:28])[CH3:29].[Na+:30].[O:77]1[CH2:78][CH2:79][CH2:80][CH2:81]1.[c:31]1([P:32]([c:33]2[cH:34][cH:35][cH:36][cH:37][cH:38]2)[c:39]2[cH:40][cH:41][c:42]3[c:43]([cH:44][cH:45][cH:46][cH:47]3)[c:48]2-[c:49]2[c:50]3[c:51]([cH:52][cH:53][cH:54][cH:55]3)[cH:56][cH:57][c:58]2[P:59]([c:60]2[cH:61][cH:62][cH:63][cH:64][cH:65]2)[c:66]2[cH:67][cH:68][cH:69][cH:70][cH:71]2)[cH:72][cH:73][cH:74][cH:75][cH:76]1>>[CH3:1][O:2][c:3]1[cH:4][c:5]2[c:10]([c:11]([O:13][CH3:14])[cH:12]1)[C:9](=[O:15])[CH:8]([c:17]1[cH:18][cH:19][c:20]([O:23][CH3:24])[cH:21][cH:22]1)[CH2:7][CH2:6]2. Starting materials: C(C1=CC=CC=C1)OC1=C(C=2CCC(CC2C=C1)N=[N+]=[N-])C(=O)N (2-benzyloxy-6-azido-5,6,7,8-tetrahydro-1-naphthalenecarboxamide), Cl (hydrochloric acid), C(C)(C)O (isopropanol), [BH4-].[Na+] (sodium borohydride). The solvent is O (water). The product is C(C1=CC=CC=C1)OC1=C(C=2CCC(CC2C=C1)N)C(=O)N (2-benzyloxy-6-amino-5,6,7,8-tetrahydro-1-naphthalenecarboxamide). RXN SMILES: [CH2:1]([O:8][C:9]1[CH:18]=[CH:17][C:16]2[CH2:15][CH:14]([N:19]=[N+]=[N-])[CH2:13][CH2:12][C:11]=2[C:10]=1[C:22]([NH2:24])=[O:23])[C:2]1[CH:7]=[CH:6][CH:5]=[CH:4][CH:3]=1.C(O)(C)C.[BH4-].[Na+].Cl>O>[CH2:1]([O:8][C:9]1[CH:18]=[CH:17][C:16]2[CH2:15][CH:14]([NH2:19])[CH2:13][CH2:12][C:11]=2[C:10]=1[C:22]([NH2:24])=[O:23])[C:2]1[CH:3]=[CH:4][CH:5]=[CH:6][CH:7]=1 |f:2.3|. Procedure: A solution was prepared from 3.4 g. of dl-2-benzyloxy-6-azido-5,6,7,8-tetrahydro-1-naphthalenecarboxamide (from Example 4) and 100 ml. of isopropanol. The solution was cooled and 0.5 g. sodium borohydride added thereto in small portions. After the addition had been completed, the reaction mixture was heated to reflux temperature under a nitrogen blanket for about 18 hours. The reaction mixture was then cooled and the cooled mixture diluted with water. The aqueous mixture was made acidic by the a...